From a dataset of the Open Reaction Database (ORD), a public repository of structured organic reaction records. describe an organic reaction: reactants, conditions, products, and yield The reactants are [Al+3], C=CCOCCOCCOCC(=O)OC, C1CCOC1, [H-], [H-], [H-], [H-], [Li+]. Product: C=CCOCCOCCOCCO. RXN SMILES: [Al+3:17].[CH2:1]([CH:2]=[CH2:3])[O:4][CH2:5][CH2:6][O:7][CH2:8][CH2:9][O:10][CH2:11][C:12](=[O:13])[O:14][CH3:15].[CH2:22]1[O:23][CH2:24][CH2:25][CH2:26]1.[H-:16].[H-:19].[H-:20].[H-:21].[Li+:18]>>[CH2:1]([CH:2]=[CH2:3])[O:4][CH2:5][CH2:6][O:7][CH2:8][CH2:9][O:10][CH2:11][CH2:12][OH:13]. As a reaction SMILES: Cl.[C:2]([CH2:4][C:5](=[NH:10])[O:6][CH2:7][CH2:8][CH3:9])#[N:3].[N:11]#[C:12]N>>[C:12]([N:10]=[C:5]([O:6][CH2:7][CH2:8][CH3:9])[CH2:4][C:2]#[N:3])#[N:11] |f:0.1|. The reactants are Cl.C(#N)CC(OCCC)=N (n-propyl cyanoacetimidate hydrochloride), N#CN (cyanamide). Reported procedure: 3.25 g of n-propyl cyanoacetimidate hydrochloride and 1.26 g of cyanamide were treated with the same manner as in Example 1 and 2.18 g of oily n-propyl N-cyanocyanoacetimidate was obtained (yield 72.1%). The structure of this compound was confirmed by IR and NMR. Analysis calculated for C7H9N3O C 55.62, H 6.00, N 27.80, found C 54.80, H 6.27, N 27.13. Product: C(#N)N=C(CC#N)OCCC (n-propyl N-cyanocyanoacetimidate). The yield is 72.2%. Reactants: C(C)OCC=1N(C2=C(C(=NC=3C=C(C=CC23)C(=O)O)NC(C2=CC=CC=C2)(C2=CC=CC=C2)C2=CC=CC=C2)N1)CC(C)(C)O (2-(ethoxymethyl)-1-(2-hydroxy-2-methylpropyl)-4-(tritylamino)-1H-imidazo[4,5-c]quinoline-7-carboxylic acid), CN(C)C(=[N+](C)C)ON1C2=C(C=CC=C2)N=N1.[B-](F)(F)(F)F (TBTU), CCN(C(C)C)C(C)C (DIEA), Cl.CNOC (N,O-dimethylhydroxylamine hydrochloride). Solvent: CN(C)C=O (DMF). The product is C(C)OCC=1N(C2=C(C(=NC=3C=C(C=CC23)C(=O)N(C)OC)NC(C2=CC=CC=C2)(C2=CC=CC=C2)C2=CC=CC=C2)N1)CC(C)(C)O (2-(Ethoxymethyl)-1-(2-hydroxy-2-methylpropyl)-N-methoxy-N-methyl-4-(tritylamino)-1H-imidazo[4,5-c]quinoline-7-carboxamide). Isolated yield 111.1%. RXN SMILES: [CH2:1]([O:3][CH2:4][C:5]1[N:6]([CH2:41][C:42]([OH:45])([CH3:44])[CH3:43])[C:7]2[C:16]3[CH:15]=[CH:14][C:13]([C:17](O)=[O:18])=[CH:12][C:11]=3[N:10]=[C:9]([NH:20][C:21]([C:34]3[CH:39]=[CH:38][CH:37]=[CH:36][CH:35]=3)([C:28]3[CH:33]=[CH:32][CH:31]=[CH:30][CH:29]=3)[C:22]3[CH:27]=[CH:26][CH:25]=[CH:24][CH:23]=3)[C:8]=2[N:40]=1)[CH3:2].CN([C:49]([O:53][N:54]1N=NC2C=CC=C[C:55]1=2)=[N+](C)C)C.[B-](F)(F)(F)F.CCN(C(C)C)C(C)C.Cl.CNOC>CN(C=O)C>[CH2:1]([O:3][CH2:4][C:5]1[N:6]([CH2:41][C:42]([OH:45])([CH3:43])[CH3:44])[C:7]2[C:16]3[CH:15]=[CH:14][C:13]([C:17]([N:54]([O:53][CH3:49])[CH3:55])=[O:18])=[CH:12][C:11]=3[N:10]=[C:9]([NH:20][C:21]([C:28]3[CH:29]=[CH:30][CH:31]=[CH:32][CH:33]=3)([C:34]3[CH:35]=[CH:36][CH:37]=[CH:38][CH:39]=3)[C:22]3[CH:27]=[CH:26][CH:25]=[CH:24][CH:23]=3)[C:8]=2[N:40]=1)[CH3:2] |f:1.2,4.5|. Procedure details: To a solution of 2-(ethoxymethyl)-1-(2-hydroxy-2-methylpropyl)-4-(tritylamino)-1H-imidazo[4,5-c]quinoline-7-carboxylic acid (484 mg, 741 μmol) in DMF (5.19 mL) in an inert atmosphere was added TBTU (357 mg, 1.11 mmol), DIEA (388 μL, 2.22 mmol) and N,O-dimethylhydroxylamine hydrochloride (108 mg, 1.11 mmol) with stirring. The reaction mixture was stirred for 1 h at room temperature and afterwards the mixture was concentrated in vacuo. The residue was partitioned between ethyl acetate (40 mL, 2×20... Starting materials: C1(CC1)C=1NC2=CC=C(C(=C2C1)C(F)(F)F)C#N (2-cyclopropyl-4-(trifluoromethyl)-1H-indole-5-carbonitrile), BrC=1C=NC=C(C1)C=1OC(=NN1)CCl (3-bromo-5-[5-(chloromethyl)-1,3,4-oxadiazol-2-yl]pyridine). Product: BrC=1C=C(C=NC1)C1=NN=C(O1)CN1C(=CC2=C(C(=CC=C12)C#N)C(F)(F)F)C1CC1 (1-{[5-(5-Bromo-3-pyridinyl)-1,3,4-oxadiazol-2-yl]methyl}-2-cyclopropyl-4-(trifluoromethyl)-1H-indole-5-carbonitrile). Reaction SMILES: [CH:1]1([C:4]2[NH:5][C:6]3[C:11]([CH:12]=2)=[C:10]([C:13]([F:16])([F:15])[F:14])[C:9]([C:17]#[N:18])=[CH:8][CH:7]=3)[CH2:3][CH2:2]1.[Br:19][C:20]1[CH:21]=[N:22][CH:23]=[C:24]([C:26]2[O:27][C:28]([CH2:31]Cl)=[N:29][N:30]=2)[CH:25]=1>>[Br:19][C:20]1[CH:25]=[C:24]([C:26]2[O:27][C:28]([CH2:31][N:5]3[C:6]4[C:11](=[C:10]([C:13]([F:14])([F:15])[F:16])[C:9]([C:17]#[N:18])=[CH:8][CH:7]=4)[CH:12]=[C:4]3[CH:1]3[CH2:2][CH2:3]3)=[N:29][N:30]=2)[CH:23]=[N:22][CH:21]=1. Procedure: Synthesized as described in Example 4 using 2-cyclopropyl-4-(trifluoromethyl)-1H-indole-5-carbonitrile and 3-bromo-5-[5-(chloromethyl)-1,3,4-oxadiazol-2-yl]pyridine: 1H NMR (400 MHz, CDCl3) δ 9.05 (d, J=1.7 Hz, 1H), 8.82 (d, J=1.9 Hz, 1H), 8.39 (m, 1H), 7.69 (d, J=8.5 Hz, 1H), 7.59 (d, J=8.5 Hz, 1H), 6.52 (s, 1H), 5.80 (s, 2H), 2.06 (m, 1H), 1.19 (m, 2H), 0.92 (m, 2H); MS (ES) m/z 488 (M+1, isotope for Br) and 490 (M+1, isotope for Br). Reactants: C(#N)CC1=CNC2=CC=C(C(=C12)Cl)OC (3-cyanomethyl-4-chloro-5-methoxyindole), C(\C=C\C(=O)O)(=O)O (fumaric acid), CO (methanol), CO (methanol), CO (methanol). The reagents and catalysts are [Ni] (Raney nickel). Run in CNC (dimethylamine). Yields the product C(C(=O)O)(=O)O.NCCC1=CNC2=CC=C(C(=C12)Cl)OC (3-(2-aminoethyl)-4-chloro-5-methoxyindole oxalate). Reaction SMILES: [C:1]([CH2:3][C:4]1[C:12]2[C:7](=[CH:8][CH:9]=[C:10]([O:14][CH3:15])[C:11]=2[Cl:13])[NH:6][CH:5]=1)#[N:2].C(O)(=O)/C=C/[C:19]([OH:21])=[O:20].[CH3:24][OH:25]>CNC.[Ni]>[C:19]([OH:21])(=[O:20])[C:24]([OH:14])=[O:25].[NH2:2][CH2:1][CH2:3][C:4]1[C:12]2[C:7](=[CH:8][CH:9]=[C:10]([O:14][CH3:15])[C:11]=2[Cl:13])[NH:6][CH:5]=1 |f:5.6|. Reported procedure: Reductive amination of 3-cyanomethyl-4-chloro-5-methoxyindole (3.82 g, 17.3 mmol) in methanol (200 ml) and dimethylamine (40 ml) over Raney nickel for 21/2 hours at 15 p.s.i. pressure, at room temperature, followed by removal of catalyst and solvent gave a crude product containing two major components. Separation by chromatography (SiO2 ; CHCl3 /MeOH) gave two products. Part of the less polar product (650 mg of 2.13 g) was dissolved in methanol and treated with a solution of excess fumaric acid ... The reactants are ClC=1C=C(C=CC1Cl)C1=NC(NC(=C1)C)=O (4-(3,4-dichloro-phenyl)-6-methyl-1H-pyrimidin-2-one), O=P(Cl)(Cl)Cl (phosphoroxychloride). Yields the product ClC1=NC(=CC(=N1)C1=CC(=C(C=C1)Cl)Cl)C (2-Chloro-4-(3,4-dichloro-phenyl)-6-methyl-pyrimidine), solid. The yield is 58.0%. As a reaction SMILES: [Cl:1][C:2]1[CH:3]=[C:4]([C:9]2[CH:14]=[C:13]([CH3:15])[NH:12][C:11](=O)[N:10]=2)[CH:5]=[CH:6][C:7]=1[Cl:8].O=P(Cl)(Cl)[Cl:19]>>[Cl:19][C:11]1[N:10]=[C:9]([C:4]2[CH:5]=[CH:6][C:7]([Cl:8])=[C:2]([Cl:1])[CH:3]=2)[CH:14]=[C:13]([CH3:15])[N:12]=1. Reported procedure: The title compound was prepared from 4-(3,4-dichloro-phenyl)-6-methyl-1H-pyrimidin-2-one (2.51 g, 9.84 mmol) and phosphoroxychloride (35 mL) according to the general procedure I. Obtained as a brown solid (1.55 g, 58%). MS (EI) 272.1 [(M)+]; mp 123° C. (dec.). Reactants: C(C)(=O)O[C@@H]1C(=C[C@@H]2[C@@H](CC[C@H]([C@]23[C@H]1OC(O3)(C)C)C)C(=C(Cl)Cl)C)C ((3aS,4R,6aR,7R,10R,10aR)-7-(2,2-dichloro-1-methylethenyl)-2,2,5,10-tetramethyl-4,6a,7,8, 9,10-hexahydro-3aH-naphtho[1,8a-d][1,3]dioxol-4-yl acetate), C1(=CC=C(C=C1)S(=O)(=O)O)C (para-toluenesulphonic acid). The solvent is C(CO)O (ethylene glycol), CO (methanol). Reaction conditions: temperature 75 celsius. The product is C(C)(=O)OC1C(C2(C(CCC(C2C=C1C)C(=C(Cl)Cl)C)C)O)O (5-(2,2-dichloro-1-methylethenyl)-1,8a-dihydroxy-3,8-dimethyl-1,2,4a,5,6,7,8,8a-octahydronaphthalen-2-yl acetate). Reaction SMILES: [C:1]([O:4][C@H:5]1[C@@H:14]2[O:15]C(C)(C)[O:17][C@@:13]32[C@@H:8]([C@H:9]([C:21]([CH3:25])=[C:22]([Cl:24])[Cl:23])[CH2:10][CH2:11][C@H:12]3[CH3:20])[CH:7]=[C:6]1[CH3:26])(=[O:3])[CH3:2].C1(C)C=CC(S(O)(=O)=O)=CC=1>C(O)CO.CO>[C:1]([O:4][CH:5]1[C:6]([CH3:26])=[CH:7][CH:8]2[C:13]([OH:17])([CH:12]([CH3:20])[CH2:11][CH2:10][CH:9]2[C:21]([CH3:25])=[C:22]([Cl:24])[Cl:23])[CH:14]1[OH:15])(=[O:3])[CH3:2]. Reported procedure: To a stirred solution of (3aS,4R,6aR,7R,10R,10aR)-7-(2,2-dichloro-1-methylethenyl)-2,2,5,10-tetramethyl-4,6a,7,8, 9,10-hexahydro-3aH-naphtho[1,8a-d][1,3]dioxol-4-yl acetate (Preparation 170, 0.95 g) in ethylene glycol (40 ml) and methanol (10 ml) was added para-toluenesulphonic acid (95 mg). The reaction mixture was heated to 75° C., after 1.5 h the reaction mixture was concentrated in vacuo to remove the methanol. The resultant solution was diluted with diethyl ether (30 ml) and water (30 ml) a... The reactants are O=[N+]([O-])c1ccc(F)c(Br)c1, CCCC[N+](CCCC)(CCCC)CCCC, C1CCOC1, C1CCOC1, CC(C)NC(C)C, [Cu]I, [F-], C#C[Si](C)(C)C. Yields the product C#Cc1cc([N+](=O)[O-])ccc1F. Reaction SMILES: [Br:7][c:8]1[cH:9][c:10]([N+:15](=[O:16])[O-:17])[cH:11][cH:12][c:13]1[F:14].[CH2:26]([N+:27]([CH2:28][CH2:29][CH2:30][CH3:31])([CH2:32][CH2:33][CH2:34][CH3:35])[CH2:36][CH2:37][CH2:38][CH3:39])[CH2:40][CH2:41][CH3:42].[CH2:43]1[O:44][CH2:45][CH2:46][CH2:47]1.[CH2:48]1[O:49][CH2:50][CH2:51][CH2:52]1.[CH:18]([NH:19][CH:20]([CH3:21])[CH3:22])([CH3:23])[CH3:24].[Cu:53][I:54].[F-:25].[Si:1]([CH3:2])([CH3:3])([CH3:4])[C:5]#[CH:6]>>[C:5](#[CH:6])[c:8]1[cH:9][c:10]([N+:15](=[O:16])[O-:17])[cH:11][cH:12][c:13]1[F:14]. Reactants: CCCCCCCC(=O)O, O=C(Cl)Cl, Clc1ccccc1. Yields the product CCCCCCCC(=O)Cl. As a reaction SMILES: [CH3:1][CH2:2][CH2:3][CH2:4][CH2:5][CH2:6][CH2:7][C:8]([OH:9])=[O:10].[Cl:11][C:12](=[O:13])[Cl:14].[Cl:15][c:16]1[cH:17][cH:18][cH:19][cH:20][cH:21]1>>[CH3:1][CH2:2][CH2:3][CH2:4][CH2:5][CH2:6][CH2:7][C:8](=[O:10])[Cl:11].